This data is from the Open Reaction Database (ORD), a public repository of structured organic reaction records. The task is: describe an organic reaction: reactants, conditions, products, and yield Starting materials: CC1=CC=C(C=C1)S(=O)(=O)OC[C@H]1COC2=C(O1)C(=CC=C2)OCC ([(2R)-8-ethoxy-2,3-dihydro-benzo[1,4]dioxin-2-yl]methyl 4-methylbenzenesulfonate), hydrochloride salt, FC=1C=C2C(=CNC2=CC1)[C@H]1C[C@H](CC1)N (cis-3-(5-fluoro-1H-indol-3-yl)-cyclopentylamine). Yields the product C(C)OC1=CC=CC2=C1O[C@H](CO2)CN[C@@H]2C[C@@H](CC2)C2=CNC1=CC=C(C=C21)F (N-{[(2S)-8-ethoxy-2,3-dihydro-1,4-benzodioxin-2-yl]methyl}-N-[(cis)-3-(5-fluoro-1H-indol-3-yl)cyclopentyl]amine). The yield is 57.3%. RXN SMILES: CC1C=CC(S(O[CH2:12][C@@H:13]2[O:18][C:17]3[C:19]([O:23][CH2:24][CH3:25])=[CH:20][CH:21]=[CH:22][C:16]=3[O:15][CH2:14]2)(=O)=O)=CC=1.[F:26][C:27]1[CH:28]=[C:29]2[C:33](=[CH:34][CH:35]=1)[NH:32][CH:31]=[C:30]2[C@@H:36]1[CH2:40][CH2:39][C@H:38]([NH2:41])[CH2:37]1>>[CH2:24]([O:23][C:19]1[C:17]2[O:18][C@@H:13]([CH2:12][NH:41][C@H:38]3[CH2:39][CH2:40][C@@H:36]([C:30]4[C:29]5[C:33](=[CH:34][CH:35]=[C:27]([F:26])[CH:28]=5)[NH:32][CH:31]=4)[CH2:37]3)[CH2:14][O:15][C:16]=2[CH:22]=[CH:21][CH:20]=1)[CH3:25]. Reported procedure: This compound was prepared in the same manner as for Example 1, using [(2R)-8-ethoxy-2,3-dihydro-benzo[1,4]dioxin-2-yl]methyl 4-methylbenzenesulfonate (0.25 g, 0.68 mmol) and cis-3-(5-fluoro-1H-indol-3-yl)-cyclopentylamine (0.3 g, 1.38 mmol), to afford 0.16 g (64%) of the title compound as its hydrochloride salt: MS (ESI) m/z 411 [M+H]+. The reactants are ClC=1C=C(CN)C=CC1Cl (3,4-dichlorobenzylamine), ClC=1C2=C(N=C(N1)C1=CC=NO1)SC(=C2)C(F)(F)F (4-chloro-2-(isoxazol-5-yl)-6-trifluoromethyl-thieno-[2,3-d]-pyrimidine). The product is O1N=CC=C1C=1N=C(C2=C(N1)SC(=C2)C(F)(F)F)NCC2=CC(=C(C=C2)Cl)Cl (2(isoxazol-5-yl)-4-(3,4-dichlorobenzylamino)-6-trifluoromethyl-thieno-[2,3-d]-pyrimidine). As a reaction SMILES: [Cl:1][C:2]1[CH:3]=[C:4]([CH:7]=[CH:8][C:9]=1[Cl:10])[CH2:5][NH2:6].Cl[C:12]1[C:13]2[CH:25]=[C:24]([C:26]([F:29])([F:28])[F:27])[S:23][C:14]=2[N:15]=[C:16]([C:18]2[O:22][N:21]=[CH:20][CH:19]=2)[N:17]=1>>[O:22]1[C:18]([C:16]2[N:17]=[C:12]([NH:6][CH2:5][C:4]3[CH:7]=[CH:8][C:9]([Cl:10])=[C:2]([Cl:1])[CH:3]=3)[C:13]3[CH:25]=[C:24]([C:26]([F:28])([F:29])[F:27])[S:23][C:14]=3[N:15]=2)=[CH:19][CH:20]=[N:21]1. Procedure details: With the procedure of Example 1, the reaction of 3,4-dichlorobenzylamine with 4-chloro-2-(isoxazol-5-yl)-6-trifluoromethyl-thieno-[2,3-d]-pyrimidine yields 2(isoxazol-5-yl)-4-(3,4-dichlorobenzylamino)-6-trifluoromethyl-thieno-[2,3-d]-pyrimidine. Starting materials: 56, [N+](=O)([O-])C=1C(=NC=CC1)NCC1=NC=CC=C1 (N-(3-nitro-2-pyridinyl)-2-pyridinemethanamine), S1C=CC=C1 (thiophene), N (ammonia), C(C)=O (ethanone), [H][H] (hydrogen). The reagents and catalysts are [Pt] (platinum-on-charcoal). Solvent: CO (methanol). The product is 43.5, N#N.N1=C(C=CC=C1)CC1=C(C(=NC=C1)N)N (N2 (2-pyridinylmethyl)-2,3-pyridinediamine). RXN SMILES: [N+:1]([C:4]1[C:5]([NH:10]CC2C=CC=CN=2)=[N:6][CH:7]=[CH:8][CH:9]=1)([O-])=O.S1[CH:22]=[CH:21][CH:20]=[CH:19]1.[NH3:23].[H][H].[CH:26](=O)[CH3:27]>[Pt].CO>[N:23]#[N:1].[N:23]1[CH:22]=[CH:21][CH:20]=[CH:19][C:26]=1[CH2:27][C:9]1[CH:8]=[CH:7][N:6]=[C:5]([NH2:10])[C:4]=1[NH2:1] |f:7.8|. Procedure details: A mixture of 56 parts of N-(3-nitro-2-pyridinyl)-2-pyridinemethanamine, 2 parts of a solution of thiophene in ethanone 4% and 400 parts of methanol saturated with ammonia was hydrogenated at normal pressure and at room temperature with 4 parts of platinum-on-charcoal catalyst 5%. After the calculated amount of hydrogen was taken up, the catalyst was filtered off and the filtrate was evaporated. The residue was crystallized from acetonitrile, yielding 43.5 parts of N2 -(2-pyridinylmethyl)-2,3-pyr... Starting materials: CS(=O)(=O)OC[C@@H]1N(CCN(C1)S(=O)(=O)C=1SC=CC1)C1=CC=C(C=C1)C(C(F)(F)F)(C)O (((2R)-4-(2-thiophenylsulfonyl)-1-(4-(2,2,2-trifluoro-1-hydroxy-1-methylethyl)phenyl)-2-piperazinyl)methyl methanesulfonate), CS(=O)(=O)OC[C@@H]1N(CCN(C1)S(=O)(=O)C=1SC=CC1)C1=CC=C(C=C1)C(C(F)(F)F)(C)O (((2R)-4-(2-thiophenylsulfonyl)-1-(4-(2,2,2-trifluoro-1-hydroxy-1-methylethyl)phenyl)-2-piperazinyl)methyl methanesulfonate), C1(CC1)C1NCCS(C1)(=O)=O (3-cyclopropylthiomorpholine 1,1-dioxide). Product: C1(CC1)C1N(CCS(C1)(=O)=O)C[C@@H]1N(CCN(C1)S(=O)(=O)C=1SC=CC1)C1=CC=C(C=C1)C(C(F)(F)F)(C)O (2-(4-((2S)-2-((3-cyclopropyl-1,1-dioxido-4-thiomorpholinyl)methyl)-4-(2-thiophenylsulfonyl)-1-piperazinyl)phenyl)-1,1,1-trifluoro-2-propanol). Reaction SMILES: CS(O[CH2:6][C@H:7]1[CH2:12][N:11]([S:13]([C:16]2[S:17][CH:18]=[CH:19][CH:20]=2)(=[O:15])=[O:14])[CH2:10][CH2:9][N:8]1[C:21]1[CH:26]=[CH:25][C:24]([C:27]([OH:33])([CH3:32])[C:28]([F:31])([F:30])[F:29])=[CH:23][CH:22]=1)(=O)=O.[CH:34]1([CH:37]2[CH2:42][S:41](=[O:44])(=[O:43])[CH2:40][CH2:39][NH:38]2)[CH2:36][CH2:35]1>>[CH:34]1([CH:37]2[CH2:42][S:41](=[O:43])(=[O:44])[CH2:40][CH2:39][N:38]2[CH2:6][C@H:7]2[CH2:12][N:11]([S:13]([C:16]3[S:17][CH:18]=[CH:19][CH:20]=3)(=[O:14])=[O:15])[CH2:10][CH2:9][N:8]2[C:21]2[CH:22]=[CH:23][C:24]([C:27]([OH:33])([CH3:32])[C:28]([F:30])([F:31])[F:29])=[CH:25][CH:26]=2)[CH2:36][CH2:35]1. Procedure details: This compound was synthesized following the procedure outlined for Example 84. The reaction of ((2R)-4-(2-thiophenylsulfonyl)-1-(4-(2,2,2-trifluoro-1-hydroxy-1-methylethyl)phenyl)-2-piperazinyl)methyl methanesulfonate (Intermediate B) and 3-cyclopropylthiomorpholine 1,1-dioxide followed by purification via column chromatography on silica gel (0 to 75% EtOAc in hexanes) delivered 2-(4-((2S)-2-((3-cyclopropyl-1,1-dioxido-4-thiomorpholinyl)methyl)-4-(2-thiophenylsulfonyl)-1-piperazinyl)phenyl)-1,1,...